From a dataset of the Open Reaction Database (ORD), a public repository of structured organic reaction records. describe an organic reaction: reactants, conditions, products, and yield Reactants: C(C)OC(C(OCC)P(=O)(C1=CC=CC=C1)C1=CC=CC=C1)=O (2-diphenylphosphinoyl-2-ethoxyacetic acid ethyl ester), [H-].[Na+] (sodium hydride oil dispersion), C(C)(C)(C)OC(N(CCCCCCC)CCC1=CC=C(C=C1)C=O)=O ([2-(4-formyl-phenyl)-ethyl]-heptyl-carbamic acid tert-butyl ester). Solvent: O1CCCC1 (tetrahydrofuran), O1CCCC1 (tetrahydrofuran). Run at temperature 0 celsius. Product: C(C)OC(C(=CC1=CC=C(C=C1)CCN(CCCCCCC)C(=O)OC(C)(C)C)OCC)=O (3-{4-[2-(tert-butoxycarbonyl-heptyl-amino)-ethyl]-phenyl}-2-ethoxy-acrylic acid ethyl ester). Yield: 43.8%. RXN SMILES: [H-].[Na+].[CH2:3]([O:5][C:6](=[O:25])[CH:7](P(C1C=CC=CC=1)(C1C=CC=CC=1)=O)[O:8][CH2:9][CH3:10])[CH3:4].[C:26]([O:30][C:31](=[O:50])[N:32]([CH2:40][CH2:41][C:42]1[CH:47]=[CH:46][C:45]([CH:48]=O)=[CH:44][CH:43]=1)[CH2:33][CH2:34][CH2:35][CH2:36][CH2:37][CH2:38][CH3:39])([CH3:29])([CH3:28])[CH3:27]>O1CCCC1>[CH2:3]([O:5][C:6](=[O:25])[C:7]([O:8][CH2:9][CH3:10])=[CH:48][C:45]1[CH:46]=[CH:47][C:42]([CH2:41][CH2:40][N:32]([C:31]([O:30][C:26]([CH3:29])([CH3:28])[CH3:27])=[O:50])[CH2:33][CH2:34][CH2:35][CH2:36][CH2:37][CH2:38][CH3:39])=[CH:43][CH:44]=1)[CH3:4] |f:0.1|. Procedure details: To a suspension of 60% by weight sodium hydride oil dispersion (6.97 mmol, 277 mg) in anhydrous tetrahydrofuran (20 mL) cooled to 0° C. was added 2-diphenylphosphinoyl-2-ethoxyacetic acid ethyl ester (3.80 mmol, 1.26 g) followed by [2-(4-formyl-phenyl)-ethyl]-heptyl-carbamic acid tert-butyl ester (3.46 mmol, 1.2 g) dissolved in anhydrous tetrahydrofuran (15 mL). The resulting heterogeneous solution was heated to reflux for one hour. The mixture was cooled to room temperature, quenched by the add...